This data is from the Open Reaction Database (ORD), a public repository of structured organic reaction records. The task is: describe an organic reaction: reactants, conditions, products, and yield Reactants: O=C(NC1Cc2ccccc2N(CC(O)CO)C1=O)c1cc2cc(Cl)sc2[nH]1, NCC(O)CO. The product is O=C(CN1C(=O)C(NC(=O)c2cc3cc(Cl)sc3[nH]2)Cc2ccccc21)NCC(O)CO. As a reaction SMILES: [Cl:1][c:2]1[cH:3][c:4]2[c:5]([nH:6][c:7]([C:9](=[O:10])[NH:11][CH:12]3[C:13](=[O:27])[N:14]([CH2:22][CH:23]([CH2:24][OH:25])[OH:26])[c:15]4[cH:16][cH:17][cH:18][cH:19][c:20]4[CH2:21]3)[cH:8]2)[s:28]1.[NH2:29][CH2:30][CH:31]([CH2:32][OH:33])[OH:34]>>[Cl:1][c:2]1[cH:3][c:4]2[c:5]([nH:6][c:7]([C:9](=[O:10])[NH:11][CH:12]3[C:13](=[O:27])[N:14]([CH2:22][C:23](=[O:26])[NH:29][CH2:30][CH:31]([CH2:32][OH:33])[OH:34])[c:15]4[cH:16][cH:17][cH:18][cH:19][c:20]4[CH2:21]3)[cH:8]2)[s:28]1. The reactants are O (water), [H-].[Na+] (Sodium hydride), C(C)OC1=NN(C=C1CCC(=O)OCC)CC1=CC=C(C=C1)O (ethyl 3-[3-ethoxy-1-(4-hydroxybenzyl)-1H-pyrazol-4-yl]propionate), ClC=1C(=NC(=CC1)C1=CC=CC=C1)CCl (3-chloro-2-chloromethyl-6-phenylpyridine). Run in CN(C=O)C (N,N-dimethylformamide). Run at time 1 hour. Product: ClC=1C(=NC(=CC1)C1=CC=CC=C1)COC1=CC=C(CN2N=C(C(=C2)CCC(=O)OCC)OCC)C=C1 (ethyl 3-[1-[4-(3-chloro-6-phenyl-2-pyridylmethoxy)benzyl]-3-ethoxy-1H-pyrazol-4-yl]propionate). The yield is 94.9%. RXN SMILES: [H-].[Na+].[CH2:3]([O:5][C:6]1[C:10]([CH2:11][CH2:12][C:13]([O:15][CH2:16][CH3:17])=[O:14])=[CH:9][N:8]([CH2:18][C:19]2[CH:24]=[CH:23][C:22]([OH:25])=[CH:21][CH:20]=2)[N:7]=1)[CH3:4].[Cl:26][C:27]1[C:28]([CH2:39]Cl)=[N:29][C:30]([C:33]2[CH:38]=[CH:37][CH:36]=[CH:35][CH:34]=2)=[CH:31][CH:32]=1.O>CN(C)C=O>[Cl:26][C:27]1[C:28]([CH2:39][O:25][C:22]2[CH:21]=[CH:20][C:19]([CH2:18][N:8]3[CH:9]=[C:10]([CH2:11][CH2:12][C:13]([O:15][CH2:16][CH3:17])=[O:14])[C:6]([O:5][CH2:3][CH3:4])=[N:7]3)=[CH:24][CH:23]=2)=[N:29][C:30]([C:33]2[CH:38]=[CH:37][CH:36]=[CH:35][CH:34]=2)=[CH:31][CH:32]=1 |f:0.1|. Procedure: Sodium hydride (60%, oily, 60.0 mg) was added to a solution of ethyl 3-[3-ethoxy-1-(4-hydroxybenzyl)-1H-pyrazol-4-yl]propionate (478 mg) and 3-chloro-2-chloromethyl-6-phenylpyridine (357 mg) in N,N-dimethylformamide (10 ml) at 0° C., and the mixture was stirred at room temperature for 1 hour. The reaction mixture was poured into water, and extracted with ethyl acetate. The ethyl acetate layer was washed with saturated aqueous sodium chloride solution, dried (MgSO4), and concentrated. The residue... Starting materials: CC(=O)C1=CC=C(C=C1)N (4-aminoacetophenone), [N-]=C=O.COC([C@@H](N)CC(C)C)=O (leucine methyl ester isocyanate), Cl.NO (hydroxylamine hydrochloride), C(OC)(OC)OC (trimethyl orthoformate). The solvent is C1CCOC1 (THF), C1CCOC1 (THF), N1=CC=CC=C1 (pyridine). Reaction conditions: time 3 hour. Yields the product ON=C(C)C1=CC=C(C=C1)NC(=O)NC(CC(C)C)C(=O)OC (N-[4-(1-hydroxyiminoethyl)phenyl]-N'-(1-methoxycarbonyl-3-methylbutyl)urea). Reaction SMILES: [CH3:1][C:2]([C:4]1[CH:9]=[CH:8][C:7]([NH2:10])=[CH:6][CH:5]=1)=O.[N-:11]=[C:12]=[O:13].[CH3:14][O:15][C:16](=[O:23])[C@H:17]([CH2:19][CH:20]([CH3:22])[CH3:21])N.Cl.[NH2:25][OH:26].C(OC)(OC)OC>C1COCC1.N1C=CC=CC=1>[OH:26][N:25]=[C:2]([C:4]1[CH:9]=[CH:8][C:7]([NH:10][C:12]([NH:11][CH:17]([C:16]([O:15][CH3:14])=[O:23])[CH2:19][CH:20]([CH3:22])[CH3:21])=[O:13])=[CH:6][CH:5]=1)[CH3:1] |f:1.2,3.4|. Reported procedure: A solution of 0.02 mol 4-aminoacetophenone in 40 mL THF is added dropwise to a solution of 0.02 mol of leucine methyl ester isocyanate and 5 mL pyridine in 40 mL THF, and the reaction mixture is stirred for 3 hours. The solvent is then removed by rotary evaporator. The residue is dispersed in 50 mL CH3OH, and 0.022 mol hydroxylamine hydrochloride and 0.06 mol trimethyl orthoformate are added. The reaction mixture is heated to reflux for 1 hour. The solvent is removed by rotary evaporator. Additi... Starting materials: O1[C@H]2C(OC3=C([C@H]21)C=C(C(=C3)[N+](=O)[O-])OC)(C)C ((3R*,4R*)-3,4-epoxy-6-methoxy-2,2-dimethyl-7-nitro-3,4-dihydro-2H-1-benzopyran), O.N (ammonia water). Run in C(C)O (ethanol). Run at temperature 100 celsius, time 2 hour. Yields the product N[C@@H]1[C@H](C(OC2=C1C=C(C(=C2)[N+](=O)[O-])OC)(C)C)O ((3R*,4S*)-4-Amino-6-methoxy-2,2-dimethyl-7-nitro-3,4-dihydro-2H-1-benzopyran-3-ol). Isolated yield 84.0%. RXN SMILES: [O:1]1[C@H:7]2[C@@H:2]1[C:3]([CH3:18])([CH3:17])[O:4][C:5]1[CH:11]=[C:10]([N+:12]([O-:14])=[O:13])[C:9]([O:15][CH3:16])=[CH:8][C:6]=12.O.[NH3:20]>C(O)C>[NH2:20][C@H:7]1[C:6]2[CH:8]=[C:9]([O:15][CH3:16])[C:10]([N+:12]([O-:14])=[O:13])=[CH:11][C:5]=2[O:4][C:3]([CH3:18])([CH3:17])[C@@H:2]1[OH:1] |f:1.2|. Reported procedure: To a solution of (3R*,4R*)-3,4-epoxy-6-methoxy-2,2-dimethyl-7-nitro-3,4-dihydro-2H-1-benzopyran (2.64 g, 10.5 mmol) in ethanol (26 mL), an ammonia water (26 mL) was added, and the resulting mixture was stirred in a sealed tube at 100° C. for 2 hours. Upon the completion of the reaction, the solvent was distilled off. An aqueous solution of saturated sodium carbonate was added to the residue, and the resulting mixture was extracted with ethyl acetate. The organic phase was washed with saturated s... Starting materials: CNC1(CC(=C(C=C1)S(=O)(=O)NC=1C=CC=C2C=CC=NC12)[N+](=O)[O-])NC (4,4-dimethylamino-2-nitro-N-quinolin-8-yl-benzenesulfonamide), CCO (EtOH), Cl[Sn]Cl (SnCl2), Cl (HCl). Yields the product NC1=C(C=CC(=C1)N(C)C)S(=O)(=O)NC=1C=CC=C2C=CC=NC12 (2-Amino-4-dimethylamino-N-quinolin-8-yl-benzenesulfonamide). Yield: 74.0%. RXN SMILES: [CH3:1][NH:2][C:3]1(NC)[CH:8]=[CH:7][C:6]([S:9]([NH:12][C:13]2[CH:14]=[CH:15][CH:16]=[C:17]3[C:22]=2[N:21]=[CH:20][CH:19]=[CH:18]3)(=[O:11])=[O:10])=[C:5]([N+:23]([O-])=O)[CH2:4]1.Cl[Sn]Cl.Cl.[CH3:32]CO>>[NH2:23][C:5]1[CH:4]=[C:3]([N:2]([CH3:32])[CH3:1])[CH:8]=[CH:7][C:6]=1[S:9]([NH:12][C:13]1[CH:14]=[CH:15][CH:16]=[C:17]2[C:22]=1[N:21]=[CH:20][CH:19]=[CH:18]2)(=[O:10])=[O:11]. Procedure details: In a similar fashion using route 2 general procedure 4,4-dimethylamino-2-nitro-N-quinolin-8-yl-benzenesulfonamide 500 (140 mg, 0.37 mmol), SnCl2 (210 mg, 1.12 mmol), 6N HCl (1 ml) and EtOH (5 ml) at 80° C. for 6 h gave the title compound (95 mg, 74%) which was used in the next step without further purification. The reactants are N#Cc1ccc(N)cc1, O=Cc1ccsc1. The product is N#Cc1ccc(NCc2ccsc2)cc1. RXN SMILES: [NH2:1][c:2]1[cH:3][cH:4][c:5]([C:6]#[N:7])[cH:8][cH:9]1.[s:10]1[cH:11][c:12]([CH:15]=[O:16])[cH:13][cH:14]1>>[NH:1]([c:2]1[cH:3][cH:4][c:5]([C:6]#[N:7])[cH:8][cH:9]1)[CH2:15][c:12]1[cH:11][s:10][cH:14][cH:13]1.